From a dataset of the Open Reaction Database (ORD), a public repository of structured organic reaction records. describe an organic reaction: reactants, conditions, products, and yield The reactants are ClCCl, COc1ccc(C=O)cc1, [Ca+2], [Cl-], [Cl-], Sc1ccc(Cl)cc1, Cl. Product: COc1ccc(C(Cl)Sc2ccc(Cl)cc2)cc1. RXN SMILES: [CH2:23]([Cl:24])[Cl:25].[CH3:9][O:10][c:11]1[cH:12][cH:13][c:14]([CH:15]=[O:16])[cH:17][cH:18]1.[Ca+2:21].[Cl-:19].[Cl-:20].[Cl:1][c:2]1[cH:3][cH:4][c:5]([SH:8])[cH:6][cH:7]1.[ClH:22]>>[Cl:1][c:2]1[cH:3][cH:4][c:5]([S:8][CH:15]([c:14]2[cH:13][cH:12][c:11]([O:10][CH3:9])[cH:18][cH:17]2)[Cl:19])[cH:6][cH:7]1. Starting materials: COc1ccc(P2(=S)SP(=S)(c3ccc(OC)cc3)S2)cc1, Cc1ccccc1, CC(C)C(=O)N1CC(F)(c2ccc(C3=NOC(c4cc(Cl)c(F)c(Cl)c4)(C(F)(F)F)C3)cc2)C1. Yields the product CC(C)C(=S)N1CC(F)(c2ccc(C3=NOC(c4cc(Cl)c(F)c(Cl)c4)(C(F)(F)F)C3)cc2)C1. RXN SMILES: [CH3:35][O:36][c:37]1[cH:38][cH:39][c:40]([P:41]2(=[S:44])[S:42][P:43]([c:45]3[cH:46][cH:47][c:48]([O:49][CH3:50])[cH:51][cH:52]3)(=[S:53])[S:54]2)[cH:55][cH:56]1.[CH3:57][c:58]1[cH:59][cH:60][cH:61][cH:62][cH:63]1.[Cl:1][c:2]1[cH:3][c:4]([C:10]2([C:31]([F:32])([F:33])[F:34])[CH2:11][C:12]([c:15]3[cH:16][cH:17][c:18]([C:21]4([F:30])[CH2:22][N:23]([C:25]([CH:26]([CH3:27])[CH3:28])=[O:29])[CH2:24]4)[cH:19][cH:20]3)=[N:13][O:14]2)[cH:5][c:6]([Cl:9])[c:7]1[F:8]>>[Cl:1][c:2]1[cH:3][c:4]([C:10]2([C:31]([F:32])([F:33])[F:34])[CH2:11][C:12]([c:15]3[cH:16][cH:17][c:18]([C:21]4([F:30])[CH2:22][N:23]([C:25]([CH:26]([CH3:27])[CH3:28])=[S:44])[CH2:24]4)[cH:19][cH:20]3)=[N:13][O:14]2)[cH:5][c:6]([Cl:9])[c:7]1[F:8].